This data is from the Open Reaction Database (ORD), a public repository of structured organic reaction records. The task is: describe an organic reaction: reactants, conditions, products, and yield Procedure details: (S)-2-Amino-3-(4-fluoro-phenyl)-1-(4-hydroxy-piperidin-1-yl)-propan-1-one hydrochloride (0.5 mmol) and 5-fluoro-1H-indole-2-carboxylic acid (0.5 mmol) were coupled according to Procedure A. The crude product was triturated once with 1:1 ether-hexanes and once with hexanes. The resulting solid was boiled in ethyl acetate, the resulting suspension filtered, and the collected solid dried. Yield 103 mg, 48%; HPLC (60/40) 3.69 minutes (95%); PBMS 428 (MH+, 100%); Yields the product FC1=CC=C(C[C@@H](C(=O)N2CCC(CC2)O)NC(=O)C=2NC3=CC=C(C=C3C2)F)C=C1 (5-Fluoro-1H-indole-2-carboxylic acid [(1S)-(4-fluoro-benzyl)-2-(4-hydroxy-piperidin-1-yl)-2-oxo-ethyl]-amide). The reactants are Cl.N[C@H](C(=O)N1CCC(CC1)O)CC1=CC=C(C=C1)F ((S)-2-Amino-3-(4-fluoro-phenyl)-1-(4-hydroxy-piperidin-1-yl)-propan-1-one hydrochloride), FC=1C=C2C=C(NC2=CC1)C(=O)O (5-fluoro-1H-indole-2-carboxylic acid). Reaction SMILES: Cl.[NH2:2][C@@H:3]([CH2:13][C:14]1[CH:19]=[CH:18][C:17]([F:20])=[CH:16][CH:15]=1)[C:4]([N:6]1[CH2:11][CH2:10][CH:9]([OH:12])[CH2:8][CH2:7]1)=[O:5].[F:21][C:22]1[CH:23]=[C:24]2[C:28](=[CH:29][CH:30]=1)[NH:27][C:26]([C:31](O)=[O:32])=[CH:25]2>>[F:20][C:17]1[CH:16]=[CH:15][C:14]([CH2:13][C@H:3]([NH:2][C:31]([C:26]2[NH:27][C:28]3[C:24]([CH:25]=2)=[CH:23][C:22]([F:21])=[CH:30][CH:29]=3)=[O:32])[C:4]([N:6]2[CH2:7][CH2:8][CH:9]([OH:12])[CH2:10][CH2:11]2)=[O:5])=[CH:19][CH:18]=1 |f:0.1|. The reactants are C(C)(C)(C)NC(C)O (N-t-butylaminoethanol), C(=S)=S (carbon disulphide). Product: C(C)(C)(C)N1C(SCC1)=S (N-t-butylthiazolidine-2-thione). As a reaction SMILES: [C:1]([NH:5][CH:6](O)[CH3:7])([CH3:4])([CH3:3])[CH3:2].[C:9](=[S:11])=[S:10]>>[C:1]([N:5]1[CH2:6][CH2:7][S:11][C:9]1=[S:10])([CH3:4])([CH3:3])[CH3:2]. Reported procedure: Similarly to Example 1, 256 g/h of N-t-butylaminoethanol are reacted with 333 g/h of carbon disulphide to form 382 g/h of N-t-butylthiazolidine-2-thione having a melting point of from 69° to 70° C. Reactants: C(C)(C)(C)OC(NCC1=NC=C(C2=CC(=C(C=C12)OC)OC)CC(=O)N1CC2=CC=CC=C2CC1)=O ({4-[2-(3,4-dihydro-1H-isoquinolin-2-yl)-2-oxo-ethyl]-6,7-dimethoxy-isoquinolin-1-ylmethyl}-carbamic acid tert-butyl ester), Cl (HCl). Run in CCOC(=O)C (EtOAc). Yields the product Cl.NCC1=NC=C(C2=CC(=C(C=C12)OC)OC)CC(=O)N1CC2=CC=CC=C2CC1 (2-(1-aminomethyl-6,7-dimethoxy-isoquinolin-4-yl)-1-(3,4-dihydro-1H-isoquinolin-2-yl)-ethanone hydrochloride). The yield is 99.0%. As a reaction SMILES: C(OC(=O)[NH:7][CH2:8][C:9]1[C:18]2[C:13](=[CH:14][C:15]([O:21][CH3:22])=[C:16]([O:19][CH3:20])[CH:17]=2)[C:12]([CH2:23][C:24]([N:26]2[CH2:35][CH2:34][C:33]3[C:28](=[CH:29][CH:30]=[CH:31][CH:32]=3)[CH2:27]2)=[O:25])=[CH:11][N:10]=1)(C)(C)C.[ClH:37]>CCOC(C)=O>[ClH:37].[NH2:7][CH2:8][C:9]1[C:18]2[C:13](=[CH:14][C:15]([O:21][CH3:22])=[C:16]([O:19][CH3:20])[CH:17]=2)[C:12]([CH2:23][C:24]([N:26]2[CH2:35][CH2:34][C:33]3[C:28](=[CH:29][CH:30]=[CH:31][CH:32]=3)[CH2:27]2)=[O:25])=[CH:11][N:10]=1 |f:3.4|. Reported procedure: As described in Example 1, 84 mg of {4-[2-(3,4-dihydro-1H-isoquinolin-2-yl)-2-oxo-ethyl]-6,7-dimethoxy-isoquinolin-1-ylmethyl}-carbamic acid tert-butyl ester was treated with HCl in EtOAc to give 74 mg (99%) of 2-(1-aminomethyl-6,7-dimethoxy-isoquinolin-4-yl)-1-(3,4-dihydro-1H-isoquinolin-2-yl)-ethanone hydrochloride. MS: APCI (M+H) calc'd for C23H25N3O3+H 392.5; found 392.1. Reactants: CS(=O)(=O)C(C=1C=C(C=NC1)C=1N(C2=CC=CC=C2C1)C)(N)C(=O)OC(C)(C)C (2-[5-(methanesulfonyl-(tert-butoxycarbonyl)-amino-methyl)-pyridin-3-yl]-1-methyl-indole), ClS(=O)(=O)N=C=O (chlorosulfonyl isocyanate), CN(C)C=O (DMF). The solvent is ClCCl (dichloromethane). Run at time 1 hour. Product: CS(=O)(=O)C(C=1C=C(C=NC1)C=1N(C2=CC=CC=C2C1C#N)C)(N)C(=O)OC(C)(C)C (2-[5-(methanesulfonyl-(tert-butoxycarbonyl)-amino-methyl)-pyridin-3-yl]-1-methyl-3-cyano-indole). As a reaction SMILES: [CH3:1][S:2]([C:5]([C:23]([O:25][C:26]([CH3:29])([CH3:28])[CH3:27])=[O:24])([NH2:22])[C:6]1[CH:7]=[C:8]([C:12]2[N:13]([CH3:21])[C:14]3[C:19]([CH:20]=2)=[CH:18][CH:17]=[CH:16][CH:15]=3)[CH:9]=[N:10][CH:11]=1)(=[O:4])=[O:3].ClS([N:34]=[C:35]=O)(=O)=O.CN(C=O)C>ClCCl>[CH3:1][S:2]([C:5]([C:23]([O:25][C:26]([CH3:29])([CH3:28])[CH3:27])=[O:24])([NH2:22])[C:6]1[CH:7]=[C:8]([C:12]2[N:13]([CH3:21])[C:14]3[C:19]([C:20]=2[C:35]#[N:34])=[CH:18][CH:17]=[CH:16][CH:15]=3)[CH:9]=[N:10][CH:11]=1)(=[O:3])=[O:4]. Reported procedure: To a solution of 2-[5-(methanesulfonyl-(tert-butoxycarbonyl)-amino-methyl)-pyridin-3-yl]-1-methyl-indole (350 mg, 0.842 mmol) in dichloromethane (10 mL) is added chlorosulfonyl isocyanate (0.358 g, 2.53 mmol). The mixture is stirred at ambient temperature for 20 min, whereupon anhydrous DMF (2 mL) is added. After 1 h, the mixture is concentrated to a volume of 3 mL, and filtered. Purification by RP HPLC affords 2-[5-(methanesulfonyl-(tert-butoxycarbonyl)-amino-methyl)-pyridin-3-yl]-1-methyl-3-cy...